From a dataset of the Open Reaction Database (ORD), a public repository of structured organic reaction records. describe an organic reaction: reactants, conditions, products, and yield The reactants are CN1CC2=C(NC=3C=CC(=CC23)C)CC1 (2,8-dimethyl-2,3,4,5-tetrahydro-1H-pyrido[4,3-b]indole), BrC1=CC=CC2=CC=CC=C12 (1-bromonaphthalene), [O-]P(=O)([O-])[O-].[K+].[K+].[K+] (K3PO4), N1[C@H](C(=O)O)CCC1 (L-Proline). Reagents/catalysts: [Cu]I (CuI). Solvent: O (water), CN(C)C=O (DMF). Product: CN1CC2=C(N(C=3C=CC(=CC23)C)C2=CC3=CC=CC=C3C=C2)CC1 (2,8-dimethyl-5-naphthalen-2-yl-2,3,4,5-tetrahydro-1H-pyrido[4,3-b]indole), solid. Reaction SMILES: [CH3:1][N:2]1[CH2:15][CH2:14][C:5]2[NH:6][C:7]3[CH:8]=[CH:9][C:10]([CH3:13])=[CH:11][C:12]=3[C:4]=2[CH2:3]1.Br[C:17]1[C:26]2[C:21](=[CH:22][CH:23]=[CH:24][CH:25]=2)[CH:20]=[CH:19][CH:18]=1.[O-]P([O-])([O-])=O.[K+].[K+].[K+].N1CCC[C@H]1C(O)=O>CN(C=O)C.O.[Cu]I>[CH3:1][N:2]1[CH2:15][CH2:14][C:5]2[N:6]([C:19]3[CH:18]=[CH:17][C:26]4[C:21](=[CH:22][CH:23]=[CH:24][CH:25]=4)[CH:20]=3)[C:7]3[CH:8]=[CH:9][C:10]([CH3:13])=[CH:11][C:12]=3[C:4]=2[CH2:3]1 |f:2.3.4.5|. Procedure details: A solution of 2,8-dimethyl-2,3,4,5-tetrahydro-1H-pyrido[4,3-b]indole (0.4 g, 4 mmol), 1-bromonaphthalene (0.828 g, 4 mmol), K3PO4 (0.848 g, 4 mmol), CuI (38 mg, 0.2 mmol) and L-Proline (46 mg, 0.39 mmol) in dry DMF (6 mL) was stirred at 150° C. for 16 h. The reaction mixture was diluted with water and extracted with EtOAc. The organic layer was dried over anhydrous sodium sulfate and concentrated under reduced pressure to afford crude material, which was purified by reverse phase HPLC to yield 2... Reactants: BrC1=CC=C(C=C1)C(=O)C1CCNCC1 ((4-bromophenyl)-piperidin-4-yl-methanone), C=1(O)C(O)=CC=CC1 (catechol), CC=1C=CC(=CC1)S(=O)(=O)O.O (p-TsOH.H2O). Run in C=1(C(=CC=CC1)C)C (xylene). The product is BrC1=CC=C(C=C1)C1(OC2=C(O1)C=CC=C2)C2CCNCC2 (4-[2-(4-bromophenyl)-benzo[1,3]dioxol-2-yl]-piperidine). The yield is 87.3%. Reaction SMILES: [Br:1][C:2]1[CH:7]=[CH:6][C:5]([C:8]([CH:10]2[CH2:15][CH2:14][NH:13][CH2:12][CH2:11]2)=[O:9])=[CH:4][CH:3]=1.[C:16]1([C:18](=[CH:20][CH:21]=[CH:22][CH:23]=1)O)[OH:17].CC1C=CC(S(O)(=O)=O)=CC=1.O>C1(C)C(C)=CC=CC=1>[Br:1][C:2]1[CH:7]=[CH:6][C:5]([C:8]2([CH:10]3[CH2:15][CH2:14][NH:13][CH2:12][CH2:11]3)[O:17][C:16]3[CH:18]=[CH:20][CH:21]=[CH:22][C:23]=3[O:9]2)=[CH:4][CH:3]=1 |f:2.3|. Procedure: A mixture of (4-bromophenyl)-piperidin-4-yl-methanone (536 mg, 2.00 mmol), catechol (880 mg, 8.00 mmol) and p-TsOH.H2O (760 mg, 4.00 mmol) in xylene (20 mL) was heated at reflux with a Dean-Stark apparatus to remove water for 68 hours. Standard work-up and purification gave 4-[2-(4-bromophenyl)-benzo[1,3]dioxol-2-yl]-piperidine (629 mg, 87%) as a yellow foam. Reactants: NC1=CC=C(C=CC2=NN=C(CC3=C2C=C2C(=C3)OCO2)C)C=C1 (1-(4-aminostyryl)-4-methyl-7,8-methylenedioxy-5H-2,3-benzodiazepine), compound, C(C)(=O)OC(C)=O (acetic anhydride). Reaction conditions: time 1 hour. The product is C(C)(=O)NC1=CC=C(C=CC2=NN=C(CC3=C2C=C2C(=C3)OCO2)C)C=C1 (1-(4-Acetylaminostyryl)-4-methyl-7,8-methylenedioxy-5H-2,3-benzodiazepine). RXN SMILES: [NH2:1][C:2]1[CH:24]=[CH:23][C:5]([CH:6]=[CH:7][C:8]2[C:14]3[CH:15]=[C:16]4[O:21][CH2:20][O:19][C:17]4=[CH:18][C:13]=3[CH2:12][C:11]([CH3:22])=[N:10][N:9]=2)=[CH:4][CH:3]=1.[C:25](OC(=O)C)(=[O:27])[CH3:26]>>[C:25]([NH:1][C:2]1[CH:24]=[CH:23][C:5]([CH:6]=[CH:7][C:8]2[C:14]3[CH:15]=[C:16]4[O:21][CH2:20][O:19][C:17]4=[CH:18][C:13]=3[CH2:12][C:11]([CH3:22])=[N:10][N:9]=2)=[CH:4][CH:3]=1)(=[O:27])[CH3:26]. Reported procedure: 4.0 g (12.5 mmoles) of 1-(4-aminostyryl)-4-methyl-7,8-methylenedioxy-5H-2,3-benzodiazepine (the compound of Example 68) are suspended in 20 ml of acetic anhydride. The suspension is stirred at room temperature for 1 hour. In the meantime the starting substance gets dissolved, the desired product begins to separate and the reaction mixture becomes thick. The separated product is filtered, washed three times with 25 ml each of diethyl ether and dried at a temperature between 80° C. and 100° C. Thu...